From a dataset of the Open Reaction Database (ORD), a public repository of structured organic reaction records. describe an organic reaction: reactants, conditions, products, and yield The reactants are ICCN1C(=CC(=C1)Cl)CC(=O)OC (methyl 1-(2-iodoethyl)-4-chloropyrrol-2-acetate), [Cl-].[Na+] (sodium chloride), [H-].[Na+] (sodium hydride), oil. The solvent is CN(C=O)C (dimethylformamide), CN(C=O)C (dimethylformamide), CCCCCC (hexane). Reaction conditions: time 2 hour. Yields the product ClC=1C=C2N(CCC2C(=O)OC)C1 (methyl 6-chloro-1,2-dihydro-3H-pyrrolo[1,2-a]pyrrole-1-carboxylate). As a reaction SMILES: [H-].[Na+].I[CH2:4][CH2:5][N:6]1[CH:10]=[C:9]([Cl:11])[CH:8]=[C:7]1[CH2:12][C:13]([O:15][CH3:16])=[O:14].[Cl-].[Na+]>CCCCCC.CN(C)C=O>[Cl:11][C:9]1[CH:8]=[C:7]2[CH:12]([C:13]([O:15][CH3:16])=[O:14])[CH2:4][CH2:5][N:6]2[CH:10]=1 |f:0.1,3.4|. Reported procedure: In an atmosphere of argon, 2.52 g of 50% sodium hydride in mineral oil (0.053 moles) is washed free of the carrier with dry hexane (2×20 ml.). Thereafter 150 ml of anhydrous dimethylformamide is added and the mixture is cooled to 0°. To this mixture is added, with stirring, 16.4 g. of methyl 1-(2-iodoethyl)-4-chloropyrrol-2-acetate (0.05 moles) dissolved in 50 ml dimethylformamide. The reaction mixture is left at room temperature for 2 hours, when saturated aqueous sodium chloride solution is ad... The reactants are C(C1=CC=CC=C1)N1C=CC2=CC(=CC=C12)Br (N-benzyl-5-bromoindole), N1CCNCC1 (piperazine). The solvent is CC=1C=CC=CC1C (o-xylene). Reaction conditions: temperature 110 celsius. The product is C(C1=CC=CC=C1)N1C=CC2=CC(=CC=C12)N1CCNCC1 (N-benzyl-5-(1-piperazinyl)indole). Yield: 89.0%. RXN SMILES: [CH2:1]([N:8]1[C:16]2[C:11](=[CH:12][C:13](Br)=[CH:14][CH:15]=2)[CH:10]=[CH:9]1)[C:2]1[CH:7]=[CH:6][CH:5]=[CH:4][CH:3]=1.[NH:18]1[CH2:23][CH2:22][NH:21][CH2:20][CH2:19]1>CC1C=CC=CC=1C>[CH2:1]([N:8]1[C:16]2[C:11](=[CH:12][C:13]([N:18]3[CH2:23][CH2:22][NH:21][CH2:20][CH2:19]3)=[CH:14][CH:15]=2)[CH:10]=[CH:9]1)[C:2]1[CH:7]=[CH:6][CH:5]=[CH:4][CH:3]=1. Procedure: A flask was charged with 75 ml of o-xylene, 6.21 g of N-benzyl-5-bromoindole, 11.2 g of piperazine and 2.85 g of NaOBut. The flask was flushed with nitrogen for 10 minutes, and then, 6.0 mg of palladium acetate (the ratio of palladium atom/N-benzyl-5-bromoindole=0.10% by mole) and 0.07 ml of a solution in toluene of tri-tert.-butylphosphine having a concentration of 0.25 g/ml were added into the flask. Then the content was heated to 110° C. and maintained at that temperature for 3 hours. Extract... Starting materials: CC(C)(C)OC(=O)Nc1cnccc1S, CC(=O)O, Cl. Yields the product Cl, Nc1cnccc1S. As a reaction SMILES: [C:1]([O:2][C:3](=[O:4])[NH:8][c:9]1[cH:10][n:11][cH:12][cH:13][c:14]1[SH:15])([CH3:5])([CH3:6])[CH3:7].[CH3:17][C:18](=[O:19])[OH:20].[ClH:16]>>[ClH:16].[NH2:8][c:9]1[cH:10][n:11][cH:12][cH:13][c:14]1[SH:15]. The reactants are COC1=CC2=CC=CC=C2C=C1 (β-methoxynaphthalene), C1(=CC=CC=C1)S(=O)(=O)O[C@H](C(=O)Cl)C ((S)-2-(benzenesulfonyloxy)-propionyl chloride). The product is COC=1C=C2C=CC(=CC2=CC1)C([C@H](C)OS(=O)(=O)C1=CC=CC=C1)=O ((S)-1-(6-methoxy-2-naphthyl)-2-benzenesulfonyloxy-1-propanone). RXN SMILES: [CH3:1][O:2][C:3]1[CH:12]=[CH:11][C:10]2[C:5](=[CH:6][CH:7]=[CH:8][CH:9]=2)[CH:4]=1.[C:13]1([S:19]([O:22][C@@H:23]([CH3:27])[C:24](Cl)=[O:25])(=[O:21])=[O:20])[CH:18]=[CH:17][CH:16]=[CH:15][CH:14]=1>>[CH3:1][O:2][C:3]1[CH:4]=[C:5]2[C:10](=[CH:11][CH:12]=1)[CH:9]=[C:8]([C:24](=[O:25])[C@@H:23]([O:22][S:19]([C:13]1[CH:18]=[CH:17][CH:16]=[CH:15][CH:14]=1)(=[O:21])=[O:20])[CH3:27])[CH:7]=[CH:6]2. Procedure: In the same manner as described in Example 10 but using β-methoxynaphthalene and (S)-2-(benzenesulfonyloxy)-propionyl chloride, (S)-1-(6-methoxy-2-naphthyl)-2-benzenesulfonyloxy-1-propanone was obtained as colorless crystals. Run in C(CCl)Cl (ethylene chloride). Procedure: 38.5 g (0.289 mol) of anhydrous aluminium chloride and 12.4 g (0.124 mol) of succinic anhydride are suspended in 250 ml of ethylene chloride and 25.4 g (0.082 mol) of 2-p-chlorobenzenesulphonamido-indane are then added, with vigorous stirring. In the course of this, a clear solution is formed. After 3 hours, the product is decomposed by means of ice and hydrochloric acid, and the reaction product is isolated from the organic phase. It is recrystallised from glacial acetic acid. RXN SMILES: [Cl-].[Al+3].[Cl-].[Cl-].[C:5]1(=[O:11])[O:10][C:8](=[O:9])[CH2:7][CH2:6]1.[Cl:12][C:13]1[CH:18]=[CH:17][C:16]([S:19]([NH:22][CH:23]2[CH2:31][C:30]3[C:25](=[CH:26][CH:27]=[CH:28][CH:29]=3)[CH2:24]2)(=[O:21])=[O:20])=[CH:15][CH:14]=1.Cl>C(Cl)CCl>[Cl:12][C:13]1[CH:18]=[CH:17][C:16]([S:19]([NH:22][CH:23]2[CH2:31][C:30]3[C:25](=[CH:26][CH:27]=[C:28]([C:5](=[O:11])[CH2:6][CH2:7][C:8]([OH:10])=[O:9])[CH:29]=3)[CH2:24]2)(=[O:21])=[O:20])=[CH:15][CH:14]=1 |f:0.1.2.3|. Product: ClC1=CC=C(C=C1)S(=O)(=O)NC1CC2=CC=C(C=C2C1)C(CCC(=O)O)=O (4-(2-p-Chlorobenzenesulphonamido-indan-5-yl)-4-oxobutyric acid). The reactants are [Cl-].[Al+3].[Cl-].[Cl-] (aluminium chloride), Cl (hydrochloric acid), C1(CCC(=O)O1)=O (succinic anhydride), ClC1=CC=C(C=C1)S(=O)(=O)NC1CC2=CC=CC=C2C1 (2-p-chlorobenzenesulphonamido-indane). Run at time 3 hour. The reactants are ClC1=C(COC=2C=CC=C3C(=CC(=NC23)C)OCC2=CC(=C(C=C2)OC)OC)C(=CC=C1[N+](=O)[O-])Cl (8-(2,6-dichloro-3-nitrobenzyloxy)-4-(3,4-dimethoxybenzyloxy)-2-methylquinoline), ClC=1C(C(=C(C(C1Cl)=O)C#N)C#N)=O (2,3-dichloro-5,6-dicyano-1,4-benzoquinone). Solvent: ClCCl.O (dichloromethane water). Yields the product ClC1=C(COC=2C=CC=C3C(=CC(=NC23)C)O)C(=CC=C1[N+](=O)[O-])Cl (8-(2,6-dichloro-3-nitrobenzyloxy)-4-hydroxy-2-methylquinoline). Isolated yield 34.2%. Reaction SMILES: [Cl:1][C:2]1[C:32]([N+:33]([O-:35])=[O:34])=[CH:31][CH:30]=[C:29]([Cl:36])[C:3]=1[CH2:4][O:5][C:6]1[CH:7]=[CH:8][CH:9]=[C:10]2[C:15]=1[N:14]=[C:13]([CH3:16])[CH:12]=[C:11]2[O:17]CC1C=CC(OC)=C(OC)C=1.ClC1C(=O)C(C#N)=C(C#N)C(=O)C=1Cl>ClCCl.O>[Cl:1][C:2]1[C:32]([N+:33]([O-:35])=[O:34])=[CH:31][CH:30]=[C:29]([Cl:36])[C:3]=1[CH2:4][O:5][C:6]1[CH:7]=[CH:8][CH:9]=[C:10]2[C:15]=1[N:14]=[C:13]([CH3:16])[CH:12]=[C:11]2[OH:17] |f:2.3|. Procedure details: A mixture of 8-(2,6-dichloro-3-nitrobenzyloxy)-4-(3,4-dimethoxybenzyloxy)-2-methylquinoline (106 mg), 2,3-dichloro-5,6-dicyano-1,4-benzoquinone (50 mg) and dichloromethane-water (18:1, V/V, 2.85 ml) was heated under reflux for 19 hours. The reaction mixture was partitioned into dichloromethane and saturated aqueous sodium hydrogen carbonate. The organic layer was washed with brine, dried over magnesium sulfate and evaporated in vacuo. The residue was purified by a preparative thin-layer chromato...